From a dataset of the Open Reaction Database (ORD), a public repository of structured organic reaction records. describe an organic reaction: reactants, conditions, products, and yield Reactants: NC=1C(=NC(=CN1)C1CCOCC1)C1=CC(=C(C(=O)OC)C=C1)F (methyl 4-(3-amino-6-(tetrahydro-2H-pyran-4-yl)pyrazin-2-yl)-2-fluorobenzoate), [Li+].[OH-] (LiOH). Run in C1CCOC1 (THF), CO (MeOH). Run at time 1 hour. Yields the product NC=1C(=NC(=CN1)C1CCOCC1)C1=CC(=C(C(=O)O)C=C1)F (4-(3-amino-6-(tetrahydro-2H-pyran-4-yl)pyrazin-2-yl)-2-fluorobenzoic acid). RXN SMILES: [NH2:1][C:2]1[C:3]([C:14]2[CH:23]=[CH:22][C:17]([C:18]([O:20]C)=[O:19])=[C:16]([F:24])[CH:15]=2)=[N:4][C:5]([CH:8]2[CH2:13][CH2:12][O:11][CH2:10][CH2:9]2)=[CH:6][N:7]=1.[Li+].[OH-]>C1COCC1.CO>[NH2:1][C:2]1[C:3]([C:14]2[CH:23]=[CH:22][C:17]([C:18]([OH:20])=[O:19])=[C:16]([F:24])[CH:15]=2)=[N:4][C:5]([CH:8]2[CH2:13][CH2:12][O:11][CH2:10][CH2:9]2)=[CH:6][N:7]=1 |f:1.2|. Procedure: To a solution of methyl 4-(3-amino-6-(tetrahydro-2H-pyran-4-yl)pyrazin-2-yl)-2-fluorobenzoate (104 mg, 0.314 mmol) in THF (698 μL) and MeOH (349 μL) was added LiOH (1 M solution) (565 μL, 0.565 mmol). The reaction mixture was stirred for 1 h at room temperature. The reaction mixture was quenched with 1N HCl solution up to pH 5, and worked up with EtOAc. The organic layer was washed with water and brine, dried over anhydrous sodium sulfate, filtered off, and concentrated in vacuo. The crude produ... The reactants are CC1=C(C(=CC=C1)CC)NC1C(OCC1)=O (N-(2-methyl-6-ethylphenyl)amino-tetrahydrofuran-2-one), C(C)(=S)[O-].[NH4+] (ammonium thioacetate), ice water. Solvent: CS(=O)C (dimethylsulfoxide). Product: CC1=C(C(=CC=C1)CC)NC1C(SCC1)=O (N-(2-methyl-6-ethylphenyl)-amino-tetrahydrothiophen-2-one). Yield: 48.4%. Reaction SMILES: [CH3:1][C:2]1[CH:7]=[CH:6][CH:5]=[C:4]([CH2:8][CH3:9])[C:3]=1[NH:10][CH:11]1[CH2:15][CH2:14][O:13][C:12]1=O.C([O-])(=[S:19])C.[NH4+]>CS(C)=O>[CH3:1][C:2]1[CH:7]=[CH:6][CH:5]=[C:4]([CH2:8][CH3:9])[C:3]=1[NH:10][CH:11]1[CH2:15][CH2:14][S:19][C:12]1=[O:13] |f:1.2|. Reported procedure: 11 g (0.05 mol) of N-(2-methyl-6-ethylphenyl)amino-tetrahydrofuran-2-one and 4.7 g (0.05 mol) of ammonium thioacetate are stirred in 80 ml of dimethylsulfoxide at 90° to 100° C. After cooling, the solution is poured into ice-water and extracted with methylene chloride. The combined extracts are repeatedly washed with water, dried over sodium sulfate and filtered and the filtrate is concentrated. Distillation of the residue under a high vacuum yields 5.7 g (48.5% of theory) of colourless N-(2-met... The reactants are CC#N, Cl, Nc1ccc(I)cc1F, O=C(O)c1cc(F)c(F)cc1F, [Li], [NH2-]. The product is O=C(O)c1cc(F)c(F)cc1Nc1ccc(I)cc1F. As a reaction SMILES: [CH3:25][C:26]#[N:27].[ClH:24].[F:13][c:14]1[c:15]([NH2:16])[cH:17][cH:18][c:19]([I:21])[cH:20]1.[F:1][c:2]1[c:3]([C:4](=[O:5])[OH:6])[cH:7][c:8]([F:12])[c:9]([F:11])[cH:10]1.[Li:22].[NH2-:23]>>[c:2]1([NH:16][c:15]2[c:14]([F:13])[cH:20][c:19]([I:21])[cH:18][cH:17]2)[c:3]([C:4](=[O:5])[OH:6])[cH:7][c:8]([F:12])[c:9]([F:11])[cH:10]1. Starting materials: ClC1=NC=NC(=C1)Cl (4,6-dichloropyrimidine), NCCNC(OC(C)(C)C)=O (tert-butyl N-(2-aminoethyl)carbamate). Solvent: CO (MeOH). Run at time 6.5 hour. The product is C(C)(C)(C)OC(NCCNC1=NC=NC(=C1)Cl)=O ([2-(6-chloro-pyrimidin-4-ylamino)-ethyl]-carbamic acid tert-butyl ester). RXN SMILES: Cl[C:2]1[CH:7]=[C:6]([Cl:8])[N:5]=[CH:4][N:3]=1.[NH2:9][CH2:10][CH2:11][NH:12][C:13](=[O:19])[O:14][C:15]([CH3:18])([CH3:17])[CH3:16]>CO>[C:15]([O:14][C:13](=[O:19])[NH:12][CH2:11][CH2:10][NH:9][C:2]1[CH:7]=[C:6]([Cl:8])[N:5]=[CH:4][N:3]=1)([CH3:18])([CH3:16])[CH3:17]. Procedure: To 4,6-dichloropyrimidine (0.533 g, 35.8 mmol) in MeOH (15 ml) was added tert-butyl N-(2-aminoethyl)carbamate and the reaction stirred at room temperature for 6.5 hours. Reaction concentrated in vacuo, solids triturated with EtOAc/petrol. Filtrate which contains the desired product was concentrated and EtOAc and sat. NaHCO3 added.